From a dataset of the Open Reaction Database (ORD), a public repository of structured organic reaction records. describe an organic reaction: reactants, conditions, products, and yield The reactants are ClC=1C=C(C=C(C1)Cl)C(CC(=O)C1=CC(=C(C(=O)NCC2=NC=CC=C2)C=C1)C)(C(F)(F)F)O (4-(3-(3,5-dichlorophenyl)-4,4,4-trifluoro-3-hydroxybutanoyl)-2-methyl-N-(pyridin-2-ylmethyl)benzoic acid amide), C(CCC)N(CCCC)CCCC (tri-n-butylamine), C1(=CC=CC=C1)C (toluene), C(C)(=O)OC(C)=O (acetic anhydride). The reagents and catalysts are CN(C1=CC=NC=C1)C (4-dimethylaminopyridine). Solvent: O (water). Conditions: temperature 30 celsius, time 2.5 hour. Product: ClC=1C=C(C=C(C1)Cl)C(=CC(=O)C1=CC(=C(C(=O)NCC2=NC=CC=C2)C=C1)C)C(F)(F)F (4-(3-(3,5-dichlorophenyl)-4,4,4-trifluoro-2-butenoyl)-2-methyl-N-(pyridin-2-ylmethyl)benzoic acid amide). Yield: 85.0%. As a reaction SMILES: [Cl:1][C:2]1[CH:3]=[C:4]([C:9](O)([C:30]([F:33])([F:32])[F:31])[CH2:10][C:11]([C:13]2[CH:28]=[CH:27][C:16]([C:17]([NH:19][CH2:20][C:21]3[CH:26]=[CH:25][CH:24]=[CH:23][N:22]=3)=[O:18])=[C:15]([CH3:29])[CH:14]=2)=[O:12])[CH:5]=[C:6]([Cl:8])[CH:7]=1.C1(C)C=CC=CC=1.C(OC(=O)C)(=O)C.C(N(CCCC)CCCC)CCC>CN(C)C1C=CN=CC=1.O>[Cl:1][C:2]1[CH:3]=[C:4]([C:9]([C:30]([F:33])([F:32])[F:31])=[CH:10][C:11]([C:13]2[CH:28]=[CH:27][C:16]([C:17]([NH:19][CH2:20][C:21]3[CH:26]=[CH:25][CH:24]=[CH:23][N:22]=3)=[O:18])=[C:15]([CH3:29])[CH:14]=2)=[O:12])[CH:5]=[C:6]([Cl:8])[CH:7]=1. Reported procedure: 0.78 g of 4-(3-(3,5-dichlorophenyl)-4,4,4-trifluoro-3-hydroxybutanoyl)-2-methyl-N-(pyridin-2-ylmethyl)benzoic acid amide, 4.3 g of toluene, 0.58 g of acetic anhydride, 20 mg of 4-dimethylaminopyridine, 0.40 g of tri-n-butylamine were fed and the mixture was stirred for 2.5 hours at 30° C. 2 ml of iced water was added to the reaction solution, and the reaction solution was concentrated under reduced pressure. The residue was passed through a column filled with silica gel, and the silica gel was w... Reactants: Cc1cc(COc2ccc(S(=O)(=O)NC3CCCC3C(=O)O)cc2)c2ccccc2n1, NO. The product is Cc1cc(COc2ccc(S(=O)(=O)NC3CCCC3C(=O)NO)cc2)c2ccccc2n1. As a reaction SMILES: [CH3:1][c:2]1[n:3][c:4]2[cH:5][cH:6][cH:7][cH:8][c:9]2[c:10]([CH2:12][O:13][c:14]2[cH:15][cH:16][c:17]([S:20](=[O:21])(=[O:22])[NH:23][CH:24]3[CH:25]([C:29](=[O:30])[OH:31])[CH2:26][CH2:27][CH2:28]3)[cH:18][cH:19]2)[cH:11]1.[NH2:32][OH:33]>>[CH3:1][c:2]1[n:3][c:4]2[cH:5][cH:6][cH:7][cH:8][c:9]2[c:10]([CH2:12][O:13][c:14]2[cH:15][cH:16][c:17]([S:20](=[O:21])(=[O:22])[NH:23][CH:24]3[CH:25]([C:29](=[O:31])[NH:32][OH:33])[CH2:26][CH2:27][CH2:28]3)[cH:18][cH:19]2)[cH:11]1. The reactants are ClC=1C=C(CN2C(C3=CC=CC=C3C(=N2)CC(=O)OCC)=O)C=CC1Br (ethyl 2-(3-chloro-4-bromobenzyl)-1,2-dihydro-1-oxophthalazin-4-ylacetate), P12(=S)SP3(=S)SP(=S)(S1)SP(=S)(S2)S3 (phosphorus pentasulphide), C(C)(=O)OCC (ethyl acetate). Run in C=1(C(=CC=CC1)C)C (xylene). The product is ClC=1C=C(CN2C(C3=CC=CC=C3C(=N2)CC(=O)OCC)=S)C=CC1Br (ethyl 2-(3-chloro-4-bromobenzyl)-1,2-dihydro-1-thioxophthalazin-4-ylacetate). Isolated yield 58.9%. As a reaction SMILES: [Cl:1][C:2]1[CH:3]=[C:4]([CH:23]=[CH:24][C:25]=1[Br:26])[CH2:5][N:6]1[N:15]=[C:14]([CH2:16][C:17]([O:19][CH2:20][CH3:21])=[O:18])[C:13]2[C:8](=[CH:9][CH:10]=[CH:11][CH:12]=2)[C:7]1=O.P12(SP3(SP(SP(S3)(S1)=S)(=S)S2)=S)=[S:28].C(OCC)(=O)C>C1(C)C(C)=CC=CC=1>[Cl:1][C:2]1[CH:3]=[C:4]([CH:23]=[CH:24][C:25]=1[Br:26])[CH2:5][N:6]1[N:15]=[C:14]([CH2:16][C:17]([O:19][CH2:20][CH3:21])=[O:18])[C:13]2[C:8](=[CH:9][CH:10]=[CH:11][CH:12]=2)[C:7]1=[S:28]. Procedure: A mixture of ethyl 2-(3-chloro-4-bromobenzyl)-1,2-dihydro-1-oxophthalazin-4-ylacetate (1.8 g.) and phosphorus pentasulphide (2.5 g.) in xylene (100 ml.) was stirred and heated under reflux for 1 hour. The reaction solution was then cooled to room temperature, ethyl acetate (25 ml.) was added and the mixture was filtered through chromatographic silica (20 g.), the subsequent filtrate was evaporated and the residual solid obtained was recrystallised from ethanol to give ethyl 2-(3-chloro-4-bromobe... Starting materials: CCO, CC(C)(C)OC(=O)N1CCC(Nc2cc(Br)c(F)cc2[N+](=O)[O-])CC1, NN, O. Product: CC(C)(C)OC(=O)N1CCC(Nc2cc(Br)c(F)cc2N)CC1. As a reaction SMILES: [CH3:29][CH2:30][OH:31].[F:1][c:2]1[cH:3][c:4]([N+:23]([O-:24])=[O:25])[c:5]([NH:9][CH:10]2[CH2:11][CH2:12][N:13]([C:16](=[O:17])[O:18][C:19]([CH3:20])([CH3:21])[CH3:22])[CH2:14][CH2:15]2)[cH:6][c:7]1[Br:8].[NH2:27][NH2:28].[OH2:26]>>[F:1][c:2]1[cH:3][c:4]([NH2:23])[c:5]([NH:9][CH:10]2[CH2:11][CH2:12][N:13]([C:16](=[O:17])[O:18][C:19]([CH3:20])([CH3:21])[CH3:22])[CH2:14][CH2:15]2)[cH:6][c:7]1[Br:8].